From a dataset of the Open Reaction Database (ORD), a public repository of structured organic reaction records. describe an organic reaction: reactants, conditions, products, and yield Reactants: C([O-])([O-])=O.[K+].[K+] (potassium carbonate), BrCCCCCCCCCC (bromodecane), O (water), FC1=C(C(=C(C=C1F)F)F)O (2,3,5,6-tetrafluorophenol). The reagents and catalysts are CCCC[N+](CCCC)(CCCC)CCCC.[Br-] (TBAB). Solvent: CCC(=O)C (MEK), CCC(=O)C (MEK). Yields the product C(CCCCCCCCC)OC1=C(C(=CC(=C1F)F)F)F (4-decyloxy-2,3,5,6-tetrafluorobenzene). Isolated yield 99.6%. RXN SMILES: [F:1][C:2]1[C:7]([F:8])=[CH:6][C:5]([F:9])=[C:4]([F:10])[C:3]=1[OH:11].C(=O)([O-])[O-].[K+].[K+].Br[CH2:19][CH2:20][CH2:21][CH2:22][CH2:23][CH2:24][CH2:25][CH2:26][CH2:27][CH3:28].O>CCC(C)=O.CCCC[N+](CCCC)(CCCC)CCCC.[Br-]>[CH2:19]([O:11][C:3]1[C:2]([F:1])=[C:7]([F:8])[CH:6]=[C:5]([F:9])[C:4]=1[F:10])[CH2:20][CH2:21][CH2:22][CH2:23][CH2:24][CH2:25][CH2:26][CH2:27][CH3:28] |f:1.2.3,7.8|. Procedure: To 20.0 g of 2,3,5,6-tetrafluorophenol (1) dissolved in 100 mL of MEK there were added 18.3 g of potassium carbonate, 4.26 g of TBAB and 32.0 g of bromodecane dissolved in 50 mL of MEK, with heating under reflux for 4 hours. After cooling and addition of water, the organic layer was separated and the aqueous layer was extracted with diethyl ether. The organic layers were combined, were washed with saturated brine, and were then dried over anhydrous magnesium sulfate. The solvent was evaporated t...